From a dataset of the Open Reaction Database (ORD), a public repository of structured organic reaction records. describe an organic reaction: reactants, conditions, products, and yield Reactants: CCOC(=O)Cl, ClCCl, c1ccc2c(C3CCNCC3)c[nH]c2c1, O. Yields the product CCOC(=O)N1CCC(c2c[nH]c3ccccc23)CC1. As a reaction SMILES: [Cl:16][C:17](=[O:18])[O:19][CH2:20][CH3:21].[Cl:23][CH2:24][Cl:25].[NH:1]1[CH2:2][CH2:3][CH:4]([c:7]2[cH:8][nH:9][c:10]3[cH:11][cH:12][cH:13][cH:14][c:15]23)[CH2:5][CH2:6]1.[OH2:22]>>[N:1]1([C:17](=[O:18])[O:19][CH2:20][CH3:21])[CH2:2][CH2:3][CH:4]([c:7]2[cH:8][nH:9][c:10]3[cH:11][cH:12][cH:13][cH:14][c:15]23)[CH2:5][CH2:6]1. The reactants are CCOC(=O)CBr, O=C([O-])[O-], CC(C)O, [I-], [K+], [K+], [K+], O=C1Nc2ccccc2C(c2ccccc2)N1C1CCNCC1. Yields the product CCOC(=O)CN1CCC(N2C(=O)Nc3ccccc3C2c2ccccc2)CC1. As a reaction SMILES: [Br:24][CH2:25][C:26](=[O:27])[O:28][CH2:29][CH3:30].[C:31](=[O:32])([O-:33])[O-:34].[CH:39]([OH:40])([CH3:41])[CH3:42].[I-:38].[K+:35].[K+:36].[K+:37].[NH:1]1[CH2:2][CH2:3][CH:4]([N:7]2[C:8](=[O:23])[NH:9][c:10]3[cH:11][cH:12][cH:13][cH:14][c:15]3[CH:16]2[c:17]2[cH:18][cH:19][cH:20][cH:21][cH:22]2)[CH2:5][CH2:6]1>>[N:1]1([CH2:25][C:26](=[O:27])[O:28][CH2:29][CH3:30])[CH2:2][CH2:3][CH:4]([N:7]2[C:8](=[O:23])[NH:9][c:10]3[cH:11][cH:12][cH:13][cH:14][c:15]3[CH:16]2[c:17]2[cH:18][cH:19][cH:20][cH:21][cH:22]2)[CH2:5][CH2:6]1. Starting materials: ClCCl, O=C(O)C(F)(F)F, CC(C)(C)OC(=O)N1CC2CC1CN2C(=O)C(NC(=O)c1cc2ccccc2[nH]1)C(C)(C)C. Product: CC(C)(C)C(NC(=O)c1cc2ccccc2[nH]1)C(=O)N1CC2CC1CN2. RXN SMILES: [Cl:41][CH2:42][Cl:43].[F:34][C:35]([F:36])([F:37])[C:38]([OH:39])=[O:40].[nH:1]1[c:2]([C:10](=[O:11])[NH:12][CH:13]([C:14]([CH3:15])([CH3:16])[CH3:17])[C:18](=[O:19])[N:20]2[CH:21]3[CH2:22][N:23]([C:27]([O:28][C:29]([CH3:30])([CH3:31])[CH3:32])=[O:33])[CH:24]([CH2:25]2)[CH2:26]3)[cH:3][c:4]2[cH:5][cH:6][cH:7][cH:8][c:9]12>>[nH:1]1[c:2]([C:10](=[O:11])[NH:12][CH:13]([C:14]([CH3:15])([CH3:16])[CH3:17])[C:18](=[O:19])[N:20]2[CH:21]3[CH2:22][NH:23][CH:24]([CH2:25]2)[CH2:26]3)[cH:3][c:4]2[cH:5][cH:6][cH:7][cH:8][c:9]12. Starting materials: C(C)OC(CC1=CC(=C(C=C1)OC)C1=NC=C(C=C1CN(C(CCC1=CC=CC=C1)=O)CC)C)=O ([3-(3-{[Ethyl-(3-phenyl-propionyl)-amino]-methyl}-5-methyl-pyridin-2-yl)-4-methoxy-phenyl]-acetic acid ethyl ester), [Li+].[OH-] (LiOH). Product: C(C)N(C(CCC1=CC=CC=C1)=O)CC=1C(=NC=C(C1)C)C=1C=C(C=CC1OC)CC(=O)O ([3-(3-{[Ethyl-(3-phenyl-propionyl)-amino]-methyl}-5-methyl-pyridin-2-yl)-4-methoxy-phenyl]-acetic acid). As a reaction SMILES: C([O:3][C:4](=[O:35])[CH2:5][C:6]1[CH:11]=[CH:10][C:9]([O:12][CH3:13])=[C:8]([C:14]2[C:19]([CH2:20][N:21]([CH2:32][CH3:33])[C:22](=[O:31])[CH2:23][CH2:24][C:25]3[CH:30]=[CH:29][CH:28]=[CH:27][CH:26]=3)=[CH:18][C:17]([CH3:34])=[CH:16][N:15]=2)[CH:7]=1)C.[Li+].[OH-]>>[CH2:32]([N:21]([CH2:20][C:19]1[C:14]([C:8]2[CH:7]=[C:6]([CH2:5][C:4]([OH:35])=[O:3])[CH:11]=[CH:10][C:9]=2[O:12][CH3:13])=[N:15][CH:16]=[C:17]([CH3:34])[CH:18]=1)[C:22](=[O:31])[CH2:23][CH2:24][C:25]1[CH:26]=[CH:27][CH:28]=[CH:29][CH:30]=1)[CH3:33] |f:1.2|. Procedure: [3-(3-{[Ethyl-(3-phenyl-propionyl)-amino]-methyl}-5-methyl-pyridin-2-yl)-4-methoxy-phenyl]-acetic acid ethyl ester was hydrolyzed with 1N aqueous LiOH to give the title compound. Reactants: C1(=CC=CC=C1)C1=NC=CC2=C(C=CC=C12)C#N (1-Phenyl-5-cyanoisoquinoline), C(C1=CC=CC=C1)(=O)OC(C)(C)C1=NC=CC2=CC=CC=C12 (1-(1-benzoyloxy-1-methylethyl)isoquinoline). Product: C1(CCCC1)C1=NC=CC=2C(=CC=CC12)CC#N (1-cyclopentylisoquinoline-5-acetonitrile). RXN SMILES: [C:1]1([C:7]2[C:16]3[C:11](=[C:12]([C:17]#N)[CH:13]=[CH:14][CH:15]=3)[CH:10]=[CH:9][N:8]=2)[CH:6]=[CH:5][CH:4]=[CH:3]C=1.C(OC([C:31]1C2C(=CC=CC=2)C=C[N:32]=1)(C)C)(=O)C1C=CC=CC=1>>[CH:1]1([C:7]2[C:16]3[CH:15]=[CH:14][CH:13]=[C:12]([CH2:17][C:31]#[N:32])[C:11]=3[CH:10]=[CH:9][N:8]=2)[CH2:3][CH2:4][CH2:5][CH2:6]1. Procedure details: 1-Cyclopentylisoquinoline (obtained from 1-cyano-2-benzoyl-1,2-dihydroisoquinoline and cyclopentyl bromide) and N-hydroxymethyl dichloroacetamide were reacted in the same way as in step (b) of Example 18 to obtain 1-cyclopentyl-5-dichloroacetylaminomethylisoquinoline having a melting point of 151.0° to 152.3° C. The product was successively reacted in the same way as in steps (c), (d), (e), and (f) of Example 18 to afford 1-cyclopentylisoquinoline-5-acetonitrile having a melting point of 99.4° t... Reactants: S(=O)(=O)(C1=CC=C(C)C=C1)OCC1CC=CCC1 (3-cyclohexene-1-methanol tosylate), C(CCC)OCCO (2-butoxyethanol), CS(=O)C (DMSO), [H-].[Na+] (Sodium hydride). Run in O (water). Conditions: time 8 hour. Yields the product C(CCC)OCCOCC1C=CCCC1 (3-butoxyethoxymethylcyclohexene). As a reaction SMILES: [CH2:1]([O:5][CH2:6][CH2:7][OH:8])[CH2:2][CH2:3][CH3:4].CS(C)=O.[H-].[Na+].S(OCC1CCC=CC1)([C:18]1[CH:24]=[CH:23][C:21]([CH3:22])=[CH:20][CH:19]=1)(=O)=O>O>[CH2:1]([O:5][CH2:6][CH2:7][O:8][CH2:22][CH:21]1[CH2:23][CH2:24][CH2:18][CH:19]=[CH:20]1)[CH2:2][CH2:3][CH3:4] |f:2.3|. Procedure details: A 500 niL round bottom flask equipped with a mechanical stirrer was charged with 16.7g (0.15 mol) 2-butoxyethanol, and 150 mL of DMSO. Sodium hydride (4.22 g, 95% in purity; 0.167 mol) was slowly added to above mixture in an ice bath over 20 min. After the above mixture was reacted at room temperature for 3 hrs, 39.9 g (0.15 mol) of 3-cyclohexene-1-methanol tosylate was slowly added to the above mixture over 20 min. The reaction was carried at room temperature overnight, then 80° C. for 3 hrs. T... RXN SMILES: Cl.[CH2:2]([NH2:20])[CH2:3][CH2:4][CH2:5][CH2:6][CH2:7][CH2:8][CH2:9][CH2:10][CH2:11][CH2:12][CH2:13][CH2:14][CH2:15][CH2:16][CH2:17][CH2:18][CH3:19].[OH-].[Na+].C(N)CCCCCCCCCCCCCCCCC.[CH3:42][O:43][C:44]1[CH:45]=[C:46]([CH:51]=[CH:52][CH:53]=1)[CH2:47][N:48]=[C:49]=[S:50].[N-]=C=S>C(O)C.CCOCC>[CH3:42][O:43][C:44]1[CH:45]=[C:46]([CH:51]=[CH:52][CH:53]=1)[CH2:47][NH:48][C:49]([NH:20][CH2:2][CH2:3][CH2:4][CH2:5][CH2:6][CH2:7][CH2:8][CH2:9][CH2:10][CH2:11][CH2:12][CH2:13][CH2:14][CH2:15][CH2:16][CH2:17][CH2:18][CH3:19])=[S:50] |f:0.1,2.3|. Procedure details: Octadecyl amine hydrochloride was converted to the amine by mixing an ether solution of the amine hydrochloride with 1 M NaOH, separating and evaporating the ether layer, dissolving the amine in CHCl3, filtering through Whatman 541 filter paper and evaporating the CHCl3. Octadecyl amine (5.9252 g, 22.0 mmol) in 150 ml ethanol was reacted with an excess (4.32 g, 24.1 mmol) of 3-methoxybenzyl isothiocyanate at 40° C. under N2 with stirring. Excess isothiocyanate was used because co-crystallization... Solvent: CCOCC (ether), C(C)O (ethanol). The reactants are C(CCCCCCCCCCCCCCCCC)N (octadecyl amine), Cl.C(CCCCCCCCCCCCCCCCC)N (Octadecyl amine hydrochloride), amine hydrochloride, [OH-].[Na+] (NaOH), [N-]=C=S (isothiocyanate), amine, amine, C(CCCCCCCCCCCCCCCCC)N (Octadecyl amine), COC=1C=C(CN=C=S)C=CC1 (3-methoxybenzyl isothiocyanate). Run at temperature 4 celsius, time 20 minute. Yields the product COC=1C=C(CNC(=S)NCCCCCCCCCCCCCCCCCC)C=CC1 (1-(3-Methoxybenzyl)-3-Octadecyl Thiourea). Reactants: ClC=1C=C(C=CC1Cl)N1N=C(C(C1)C)NC=O (N-[1-(3,4-Dichlorophenyl)-4-methyl-2-pyrazolin-3-yl]-formamide), ClC=1C=C(C=CC1Cl)N1N=C(CC1)NC(C(F)(F)F)=O (N-[1-(3,4-Dichlorophenyl)-2-pyrazolin-3-yl]-2,2,2-trifluoroacetamide). The solvent is C(=O)O (formic acid). Conditions: time 1 hour. The product is ClC=1C=C(C=CC1Cl)N1N=C(CC1)NC=O (N-[1-(3,4-Dichlorophenyl)-2-pyrazolin-3-yl]formamide). Reaction SMILES: [Cl:1][C:2]1[CH:3]=[C:4]([N:9]2[CH2:13][CH2:12][C:11]([NH:14][C:15](=[O:20])C(F)(F)F)=[N:10]2)[CH:5]=[CH:6][C:7]=1[Cl:8].ClC1C=C(N2CC(C)C(NC=O)=N2)C=CC=1Cl>C(O)=O>[Cl:1][C:2]1[CH:3]=[C:4]([N:9]2[CH2:13][CH2:12][C:11]([NH:14][CH:15]=[O:20])=[N:10]2)[CH:5]=[CH:6][C:7]=1[Cl:8]. Reported procedure: A mixture of 5.0 g. of 3-amino-1-(3,4-dichlorophenyl)-2-pyrazoline (prepared in Example 1) and 25 ml. of a mixture of formic acid and acetic anhydride (Example 15) is allowed to stand at room temperature for one hour. The resulting solid is collected by filtration and washed with hexane. The solid is dissolved in dichloromethane and is columnized and recrystallized as described in Example 5 to give 3.85 g. of the desired product as yellow prisms, m.p. 151°-153° C.